This data is from the Open Reaction Database (ORD), a public repository of structured organic reaction records. The task is: describe an organic reaction: reactants, conditions, products, and yield Starting materials: C(C)OC(=O)C=1C=C(C=CC1)C1=CC(=CC=C1)C (3′-Methyl-biphenyl-3-carboxylic acid ethyl ester), BrN1C(CCC1=O)=O (N-bromosuccinimide), N(=NC(C#N)(C)C)C(C#N)(C)C (2,2′-azobisisobutyronitrile), C(C)OC(=O)C=1C=C(C=CC1)C1=CC=C(C=C1)CBr (4′-bromomethyl-biphenyl-3-carboxylic acid ethyl ester). Run in C(Cl)(Cl)(Cl)Cl (carbon tetrachloride). The product is C(C)OC(=O)C=1C=C(C=CC1)C1=CC(=CC=C1)CBr (3′-Bromomethyl-biphenyl-3-carboxylic acid ethyl ester). As a reaction SMILES: C(OC(C1C=C(C2C=CC(C[Br:19])=CC=2)C=CC=1)=O)C.[CH2:20]([O:22][C:23]([C:25]1[CH:26]=[C:27]([C:31]2[CH:36]=[CH:35][CH:34]=[C:33]([CH3:37])[CH:32]=2)[CH:28]=[CH:29][CH:30]=1)=[O:24])[CH3:21].BrN1C(=O)CCC1=O.N(C(C)(C)C#N)=NC(C)(C)C#N>C(Cl)(Cl)(Cl)Cl>[CH2:20]([O:22][C:23]([C:25]1[CH:26]=[C:27]([C:31]2[CH:36]=[CH:35][CH:34]=[C:33]([CH2:37][Br:19])[CH:32]=2)[CH:28]=[CH:29][CH:30]=1)=[O:24])[CH3:21]. Procedure: 3′-Bromomethyl-biphenyl-3-carboxylic acid ethyl ester was synthesized as described for 4′-bromomethyl-biphenyl-3-carboxylic acid ethyl ester. 3′-Methyl-biphenyl-3-carboxylic acid ethyl ester (4.2 g, 17.48 mmol, 1 eq.) in carbon tetrachloride was treated with N-bromosuccinimide (3.73 g, 20.98 mmol, 1.2 eq.) and 2,2′-azobisisobutyronitrile (0.14 g, 0.87 mmol, 5 mol %). When complete, the reaction was worked up as described leaving an orange oil. Reactants: CC(C)(C)OC(=O)N1CCC(=O)CC1, CC(=O)O[BH-](OC(C)=O)OC(C)=O, O=C([O-])[O-], Cc1ccc2c(c1)[nH]c(=O)n2C1CCNCC1, CC(=O)O, ClC(Cl)Cl, ClCCCl, [Na+], [Na+], [Na+]. Product: Cc1ccc2c(c1)[nH]c(=O)n2C1CCN(C2CCN(C(=O)OC(C)(C)C)CC2)CC1. Reaction SMILES: [C:1]([CH3:2])([CH3:3])([CH3:4])[O:5][C:6](=[O:7])[N:8]1[CH2:9][CH2:10][C:11](=[O:14])[CH2:12][CH2:13]1.[C:32]([O:33][BH-:34]([O:35][C:36](=[O:37])[CH3:38])[O:39][C:40](=[O:41])[CH3:42])(=[O:43])[CH3:44].[C:46](=[O:47])([O-:48])[O-:49].[CH3:15][c:16]1[cH:17][c:18]2[c:19]([n:20]([CH:24]3[CH2:25][CH2:26][NH:27][CH2:28][CH2:29]3)[c:21](=[O:23])[nH:22]2)[cH:30][cH:31]1.[CH3:56][C:57](=[O:58])[OH:59].[CH:52]([Cl:53])([Cl:54])[Cl:55].[Cl:60][CH2:61][CH2:62][Cl:63].[Na+:45].[Na+:50].[Na+:51]>>[C:1]([CH3:2])([CH3:3])([CH3:4])[O:5][C:6](=[O:7])[N:8]1[CH2:9][CH2:10][CH:11]([N:27]2[CH2:26][CH2:25][CH:24]([n:20]3[c:19]4[c:18]([cH:17][c:16]([CH3:15])[cH:31][cH:30]4)[nH:22][c:21]3=[O:23])[CH2:29][CH2:28]2)[CH2:12][CH2:13]1. Reactants: CC(C)(C)OC(=O)N1CCCCC1CN, CCN(C(C)C)C(C)C, N#Cc1cc(F)c(F)c(F)c1, Cc1ccccc1C. Product: CC(C)(C)OC(=O)N1CCCCC1CNc1c(F)cc(C#N)cc1F. RXN SMILES: [C:1]([CH3:2])([CH3:3])([CH3:4])[O:5][C:6](=[O:7])[N:8]1[CH:9]([CH2:14][NH2:15])[CH2:10][CH2:11][CH2:12][CH2:13]1.[CH:27]([N:28]([CH:29]([CH3:30])[CH3:31])[CH2:32][CH3:33])([CH3:34])[CH3:35].[F:16][c:17]1[cH:18][c:19]([C:20]#[N:21])[cH:22][c:23]([F:26])[c:24]1[F:25].[c:36]1([CH3:37])[c:38]([CH3:39])[cH:40][cH:41][cH:42][cH:43]1>>[C:1]([CH3:2])([CH3:3])([CH3:4])[O:5][C:6](=[O:7])[N:8]1[CH:9]([CH2:14][NH:15][c:24]2[c:17]([F:16])[cH:18][c:19]([C:20]#[N:21])[cH:22][c:23]2[F:26])[CH2:10][CH2:11][CH2:12][CH2:13]1. Starting materials: O=C([O-])[O-], CCC1CC2C3CCC4=CC(=O)CCC4C3CCC2(C)C1OC(=O)CBr, CCCCCCCCCCCCCC(=O)O, CC(C)=O, [K+], [K+]. Product: CCCCCCCCCCCCCC(=O)OCC(=O)OC1C(CC)CC2C3CCC4=CC(=O)CCC4C3CCC21C. RXN SMILES: [C:17](=[O:18])([O-:19])[O-:20].[CH2:23]([CH3:24])[CH:25]1[CH:26]([O:44][C:45]([CH2:46][Br:47])=[O:48])[C:27]2([CH3:28])[CH:29]([CH2:30]1)[CH:31]1[CH2:32][CH2:33][C:34]3=[CH:35][C:36](=[O:43])[CH2:37][CH2:38][CH:39]3[CH:40]1[CH2:41][CH2:42]2.[CH3:1][CH2:2][CH2:3][CH2:4][CH2:5][CH2:6][CH2:7][CH2:8][CH2:9][CH2:10][CH2:11][CH2:12][CH2:13][C:14]([OH:15])=[O:16].[CH3:49][C:50](=[O:51])[CH3:52].[K+:21].[K+:22]>>[CH3:1][CH2:2][CH2:3][CH2:4][CH2:5][CH2:6][CH2:7][CH2:8][CH2:9][CH2:10][CH2:11][CH2:12][CH2:13][C:14](=[O:15])[O:16][CH2:46][C:45]([O:44][CH:26]1[CH:25]([CH2:23][CH3:24])[CH2:30][CH:29]2[C:27]1([CH3:28])[CH2:42][CH2:41][CH:40]1[CH:31]2[CH2:32][CH2:33][C:34]2=[CH:35][C:36](=[O:43])[CH2:37][CH2:38][CH:39]21)=[O:48]. Starting materials: FC=1C=CC(=C(C(=O)O)C1)N1N=CC=N1 (5-Fluoro-2-[1,2,3]triazol-2-yl-benzoic acid), FC=1C(=C(C(=O)O)C=CC1)I (3-fluoro-2-iodo-benzoic acid), FC=1C=CC(=C(C(=O)O)C1)I (5-fluoro-2-iodo-benzoic acid). The product is FC=1C(=C(C(=O)O)C=CC1)N1N=CC=N1 (3-Fluoro-2-[1,2,3]triazol-2-yl-benzoic acid). As a reaction SMILES: F[C:2]1[CH:3]=[CH:4][C:5]([N:11]2[N:15]=[CH:14][CH:13]=[N:12]2)=[C:6]([CH:10]=1)[C:7]([OH:9])=[O:8].[F:16]C1C(I)=C(C=CC=1)C(O)=O.FC1C=CC(I)=C(C=1)C(O)=O>>[F:16][C:4]1[C:5]([N:11]2[N:15]=[CH:14][CH:13]=[N:12]2)=[C:6]([CH:10]=[CH:2][CH:3]=1)[C:7]([OH:9])=[O:8]. Procedure details: The title compound was prepared in a manner analogous to Intermediate 1, substituting for 3-fluoro-2-iodo-benzoic acid for 5-fluoro-2-iodo-benzoic acid in Step A. 1H NMR (400 MHz, CD3OD): 7.93 (s, 2H), 7.81 (d, J=8.3 Hz, 1H), 7.63-7.58 (m, 1H), 7.29 (td, J=8.9, 0.9 Hz, 1H). The reactants are Brc1cncnc1, COc1ccc(CN)cc1. Yields the product COc1ccc(CNc2cncnc2)cc1. As a reaction SMILES: [Br:1][c:2]1[cH:3][n:4][cH:5][n:6][cH:7]1.[CH3:8][O:9][c:10]1[cH:11][cH:12][c:13]([CH2:14][NH2:15])[cH:16][cH:17]1>>[c:2]1([NH:15][CH2:14][c:13]2[cH:12][cH:11][c:10]([O:9][CH3:8])[cH:17][cH:16]2)[cH:3][n:4][cH:5][n:6][cH:7]1. The reactants are [H-].[Na+] (sodium hydride), N1=CC(=CC=C1)C1=NC(=NC=C1)NC1=CC=C(C=C1)O (4-[[4-(3-pyridinyl)-2-pyrimidinyl]amino]phenol), CN(CCCl)C (2-dimethylaminoethyl chloride). Run in CN(C=O)C (dimethylformamide), CN(C=O)C (dimethylformamide). Conditions: time 45 minute. Product: CN(CCOC1=CC=C(C=C1)NC1=NC=CC(=N1)C=1C=NC=CC1)C (N-[4-[2-(Dimethylamino)ethoxy]phenyl]-4-(3-pyridinyl)-2-pyrimidinamine). Reaction SMILES: [N:1]1[CH:6]=[CH:5][CH:4]=[C:3]([C:7]2[CH:12]=[CH:11][N:10]=[C:9]([NH:13][C:14]3[CH:19]=[CH:18][C:17]([OH:20])=[CH:16][CH:15]=3)[N:8]=2)[CH:2]=1.[H-].[Na+].[CH3:23][N:24]([CH3:28])[CH2:25][CH2:26]Cl>CN(C)C=O>[CH3:23][N:24]([CH3:28])[CH2:25][CH2:26][O:20][C:17]1[CH:18]=[CH:19][C:14]([NH:13][C:9]2[N:8]=[C:7]([C:3]3[CH:2]=[N:1][CH:6]=[CH:5][CH:4]=3)[CH:12]=[CH:11][N:10]=2)=[CH:15][CH:16]=1 |f:1.2|. Procedure details: A 1.10 g portion of dry 4-[[4-(3-pyridinyl)-2-pyrimidinyl]amino]phenol was dissolved in 25 ml of dimethylformamide. A 213 mg portion of sodium hydride (50% in oil) was added, the reaction was sealed and stirred for 45 minutes. A 480 mg portion of 2-dimethylaminoethyl chloride in 2 ml of dimethylformamide was added and the sealed mixture was stirred overnight. The solvent was removed at 60° C. and the residue partitioned between 25 ml of water and 50 ml of ethyl acetate. The aqueous phase was ext... The reactants are NC1=CC(=NN1C(C)C)C(C)C (5-Amino-1,3-di-isopropyl pyrazole), C(C)(=O)N1C(NCC1)=O (1-acetyl-2-imidazolidinone). Yields the product C(C)(=O)N1C(=NCC1)NC1=CC(=NN1C(C)C)C(C)C (1-Acetyl-2-(1,3-di-isopropyl-5-pyrazolyl) amino-2-imidazoline). As a reaction SMILES: [NH2:1][C:2]1[N:6]([CH:7]([CH3:9])[CH3:8])[N:5]=[C:4]([CH:10]([CH3:12])[CH3:11])[CH:3]=1.[C:13]([N:16]1[CH2:20][CH2:19][NH:18][C:17]1=O)(=[O:15])[CH3:14]>>[C:13]([N:16]1[CH2:20][CH2:19][N:18]=[C:17]1[NH:1][C:2]1[N:6]([CH:7]([CH3:8])[CH3:9])[N:5]=[C:4]([CH:10]([CH3:12])[CH3:11])[CH:3]=1)(=[O:15])[CH3:14]. Procedure: 5-Amino-1,3-di-isopropyl pyrazole (13.5 g.) and 1-acetyl-2-imidazolidinone (12.2 g.) were reacted as described in Example I to give 13.01 g. of product, mp 139°-140° C.